Dataset: the Open Reaction Database (ORD), a public repository of structured organic reaction records. Task: describe an organic reaction: reactants, conditions, products, and yield Starting materials: Cl, CCCOC1CNCC1NC(=O)CNC(=O)c1cccc(C(F)(F)F)c1, O=C1CCC(O)(c2cc[n+]([O-])cc2)CC1. Product: CCCOC1CN(C2CCC(O)(c3cc[n+]([O-])cc3)CC2)CC1NC(=O)CNC(=O)c1cccc(C(F)(F)F)c1. RXN SMILES: [ClH:1].[O:2]=[C:3]([CH2:4][NH:5][C:6]([c:7]1[cH:8][c:9]([C:13]([F:14])([F:15])[F:16])[cH:10][cH:11][cH:12]1)=[O:17])[NH:18][CH:19]1[CH2:20][NH:21][CH2:22][CH:23]1[O:24][CH2:25][CH2:26][CH3:27].[OH:28][C:29]1([c:36]2[cH:37][cH:38][n+:39]([O-:42])[cH:40][cH:41]2)[CH2:30][CH2:31][C:32](=[O:35])[CH2:33][CH2:34]1>>[O:2]=[C:3]([CH2:4][NH:5][C:6]([c:7]1[cH:8][c:9]([C:13]([F:14])([F:15])[F:16])[cH:10][cH:11][cH:12]1)=[O:17])[NH:18][CH:19]1[CH2:20][N:21]([CH:32]2[CH2:31][CH2:30][C:29]([OH:28])([c:36]3[cH:37][cH:38][n+:39]([O-:42])[cH:40][cH:41]3)[CH2:34][CH2:33]2)[CH2:22][CH:23]1[O:24][CH2:25][CH2:26][CH3:27]. Reactants: N#CCNC(=O)C1CC(S(=O)(=O)c2ccccc2Cl)CN1, Cl, O=C(O)C1CCCCC1. Yields the product N#CCNC(=O)C1CC(S(=O)(=O)c2ccccc2Cl)CN1C(=O)C1CCCCC1. As a reaction SMILES: [C:2](#[N:3])[CH2:4][NH:5][C:6](=[O:7])[CH:8]1[NH:9][CH2:10][CH:11]([S:13](=[O:14])(=[O:15])[c:16]2[c:17]([Cl:22])[cH:18][cH:19][cH:20][cH:21]2)[CH2:12]1.[ClH:1].[OH:23][C:24](=[O:25])[CH:26]1[CH2:27][CH2:28][CH2:29][CH2:30][CH2:31]1>>[C:2](#[N:3])[CH2:4][NH:5][C:6](=[O:7])[CH:8]1[N:9]([C:24](=[O:23])[CH:26]2[CH2:27][CH2:28][CH2:29][CH2:30][CH2:31]2)[CH2:10][CH:11]([S:13](=[O:14])(=[O:15])[c:16]2[c:17]([Cl:22])[cH:18][cH:19][cH:20][cH:21]2)[CH2:12]1. The reactants are C(C)C(N(CP(=S)(C(C)CC)C(C)CC)C(=O)OCC1=CC=CC=C1)C(=O)O (Ethyl N-carbobenzoxy-N-(di-sec-butylthiophosphinylmethyl)glycine), Br (hydrogen bromide), CCOCC (Ether). The solvent is C(C)(=O)O (acetic acid). Reaction conditions: time 1 hour. Product: C(C)N(CC(=O)O)CP(=S)(C(C)CC)C(C)CC (ethyl N-(di-sec-butylthiophosphinylmethyl)-glycine). As a reaction SMILES: C([CH:3]([C:26]([OH:28])=[O:27])[N:4]([C:16](OCC1C=CC=CC=1)=O)[CH2:5][P:6]([CH:12]([CH2:14][CH3:15])[CH3:13])([CH:8]([CH2:10][CH3:11])[CH3:9])=[S:7])C.Br.[CH3:30]COCC>C(O)(=O)C>[CH2:16]([N:4]([CH2:5][P:6]([CH:12]([CH2:14][CH3:15])[CH3:13])([CH:8]([CH2:10][CH3:11])[CH3:9])=[S:7])[CH2:3][C:26]([OH:28])=[O:27])[CH3:30]. Procedure: Ethyl N-carbobenzoxy-N-(di-sec-butylthiophosphinylmethyl)glycine (1 g., 0.0023 mole) was dissolved in 5 ml. of 30% hydrogen bromide in glacial acetic acid at 0° C. The mixture was stirred for one hour. Ether was added and the oily precipitate isolated by decanting the ether layer. The oil was washed twice with ether and then suspended in benzene and treated with propylene oxide. The solution was concentrated in vacuo to yield ethyl N-(di-sec-butylthiophosphinylmethyl)-glycine (0.04 g., 0.001 mol... Reactants: CON=C(C(=O)NC1[C@@H]2N(C(=C(CS2=O)COC(=O)N2CCN(CC2)C)C(=O)OC(C2=CC=CC=C2)C2=CC=CC=C2)C1=O)C1=NSC(=N1)N (benzhydryl 7-[2-methoxyimino-2-(5-amino-1,2,4-thiadiazol-3-yl)acetamido]-3-(4-methyl-1-piperazinyl)carbonyloxymethyl-3-cephem-4-carboxylate-1-oxide), CC(=O)C (acetone), [I-].[Na+] (sodium iodide), FC(C(=O)OC(C(F)(F)F)=O)(F)F (trifluoroacetic anhydride). Solvent: O1CCCC1 (tetrahydrofuran). Product: CON=C(C(=O)NC1[C@@H]2N(C(=C(CS2)COC(=O)N2CCN(CC2)C)C(=O)OC(C2=CC=CC=C2)C2=CC=CC=C2)C1=O)C1=NSC(=N1)N (benzhydryl 7-[2-methoxyimino-2-(5-amino-1,2,4-thiadiazol-3-yl)acetamido]-3-(4-methyl-1-piperazinyl)carbonyloxymethyl-3-cephem-4-carboxylate). Reaction SMILES: [CH3:1][O:2][N:3]=[C:4]([C:45]1[N:49]=[C:48]([NH2:50])[S:47][N:46]=1)[C:5]([NH:7][CH:8]1[C:43](=[O:44])[N:10]2[C:11]([C:27]([O:29][CH:30]([C:37]3[CH:42]=[CH:41][CH:40]=[CH:39][CH:38]=3)[C:31]3[CH:36]=[CH:35][CH:34]=[CH:33][CH:32]=3)=[O:28])=[C:12]([CH2:16][O:17][C:18]([N:20]3[CH2:25][CH2:24][N:23]([CH3:26])[CH2:22][CH2:21]3)=[O:19])[CH2:13][S:14](=O)[C@H:9]12)=[O:6].CC(C)=O.[I-].[Na+].FC(F)(F)C(OC(=O)C(F)(F)F)=O>O1CCCC1>[CH3:1][O:2][N:3]=[C:4]([C:45]1[N:49]=[C:48]([NH2:50])[S:47][N:46]=1)[C:5]([NH:7][CH:8]1[C:43](=[O:44])[N:10]2[C:11]([C:27]([O:29][CH:30]([C:31]3[CH:36]=[CH:35][CH:34]=[CH:33][CH:32]=3)[C:37]3[CH:42]=[CH:41][CH:40]=[CH:39][CH:38]=3)=[O:28])=[C:12]([CH2:16][O:17][C:18]([N:20]3[CH2:25][CH2:24][N:23]([CH3:26])[CH2:22][CH2:21]3)=[O:19])[CH2:13][S:14][C@H:9]12)=[O:6] |f:2.3|. Reported procedure: A mixture of benzhydryl 7-[2-methoxyimino-2-(5-amino-1,2,4-thiadiazol-3-yl)acetamido]-3-(4-methyl-1-piperazinyl)carbonyloxymethyl-3-cephem-4-carboxylate-1-oxide (syn isomer)(1.25 g) in a mixture of dry acetone (150 ml) and tetrahydrofuran (50 ml) was stirred under ice-water cooling and thereto were added sodium iodide (620 mg) and trifluoroacetic anhydride (0.59 ml) followed by stirring for 4 hours at the same temperature. The reaction mixture was evaporated under reduced pressure and to the res... Starting materials: B(Br)(Br)Br (boron tribromide), COC[C@@H](OC=1C=C(OC2=NC=C(N=C2)S(=O)(=O)C)C=C(C1)C=1NC(=CC1)C=1OC(=NN1)C)C (2-{3-[(1S)-2-Methoxy-1-methylethoxy]-5-[5-(5-methyl-1,3,4-oxadiazol-2-yl)-1H-pyrrol-2-yl]phenoxy}-5-(methylsulfonyl)pyrazine), C(O)([O-])=O.[Na+] (sodium hydrogencarbonate). Run in C(Cl)Cl (methylene chloride). Run at time 1.5 hour. Yields the product CC1=NN=C(O1)C1=CC=C(N1)C=1C=C(O[C@H](CO)C)C=C(C1)OC1=NC=C(N=C1)S(=O)(=O)C ((2S)-2-(3-[5-(5-Methyl-1,3,4-oxadiazol-2-yl)-1H-pyrrol-2-yl]-5-{[5-(methylsulfonyl)pyrazin-2-yl]oxy}phenoxy)propan-1-ol). Yield: 58.8%. RXN SMILES: C[O:2][CH2:3][C@H:4]([CH3:34])[O:5][C:6]1[CH:7]=[C:8]([CH:20]=[C:21]([C:23]2[NH:24][C:25]([C:28]3[O:29][C:30]([CH3:33])=[N:31][N:32]=3)=[CH:26][CH:27]=2)[CH:22]=1)[O:9][C:10]1[CH:15]=[N:14][C:13]([S:16]([CH3:19])(=[O:18])=[O:17])=[CH:12][N:11]=1.B(Br)(Br)Br.C(=O)([O-])O.[Na+]>C(Cl)Cl>[CH3:33][C:30]1[O:29][C:28]([C:25]2[NH:24][C:23]([C:21]3[CH:22]=[C:6]([CH:7]=[C:8]([O:9][C:10]4[CH:15]=[N:14][C:13]([S:16]([CH3:19])(=[O:17])=[O:18])=[CH:12][N:11]=4)[CH:20]=3)[O:5][C@@H:4]([CH3:34])[CH2:3][OH:2])=[CH:27][CH:26]=2)=[N:32][N:31]=1 |f:2.3|. Procedure details: 2-{3-[(1S)-2-Methoxy-1-methylethoxy]-5-[5-(5-methyl-1,3,4-oxadiazol-2-yl)-1H-pyrrol-2-yl]phenoxy}-5-(methylsulfonyl)pyrazine (382 mg, 0.79 mmol) synthesized in Example (97f) was dissolved in methylene chloride (10 mL), and boron tribromide (1.0 mol/L methylene chloride solution, 1.58 mL, 1.58 mmol) was added at −78° C. under nitrogen atmosphere. Subsequently the temperature was brought back to room temperature, followed by stirring for 1.5 hours under nitrogen atmosphere. To the reaction solutio... The reactants are BrC1=C(C=C2C(C(=C3N(C2=C1)CCS3)C(=O)OCC)=O)F (ethyl 8-bromo-7-fluoro-5-oxo-1,2-dihydro-5H-thiazolo(3,2-a)-quinoline-4-carboxylate), C(C)O (ethanol), [OH-].[Na+] (sodium hydroxide), O (water). Solvent: C(C)(=O)O (acetic acid). Product: BrC1=C(C=C2C(C(=C3N(C2=C1)CCS3)C(=O)O)=O)F (8-Bromo-7-fluoro-5-oxo-1,2-dihydro-5H-thiazolo(3,2-a)-quinoline-4-carboxylic acid). Yield: 93.0%. Reaction SMILES: [Br:1][C:2]1[CH:11]=[C:10]2[C:5]([C:6](=[O:20])[C:7]([C:15]([O:17]CC)=[O:16])=[C:8]3[S:14][CH2:13][CH2:12][N:9]32)=[CH:4][C:3]=1[F:21].[OH-].[Na+].O.C(O)C>C(O)(=O)C>[Br:1][C:2]1[CH:11]=[C:10]2[C:5]([C:6](=[O:20])[C:7]([C:15]([OH:17])=[O:16])=[C:8]3[S:14][CH2:13][CH2:12][N:9]32)=[CH:4][C:3]=1[F:21] |f:1.2|. Procedure: Then 1.0 gram of the fractioned ethyl 8-bromo-7-fluoro-5-oxo-1,2-dihydro-5H-thiazolo(3,2-a)-quinoline-4-carboxylate was suspended in a solution of 2.0 grams of sodium hydroxide (0.05 mmol), 50 ml of water and 20 ml of ethanol, the mixture was heated to reflux for four hours, the transparent solution was acidified with acetic acid after being cooled, crystals separated out were collected by filtration, washed with water, and dried. Thus, 860 mg (93.5 percent) of the title compound was obtained. C... Reactants: solid, Cl.Cl.O1C=C(C=C2C1=CC=C2)C2N(CCCC2)CC[C@@H]2CC[C@H](CC2)N (trans-4-[2-(4-benzofuran-3-yl-piperidin-1-yl)-ethyl]-cyclohexylamine dihydrochloride), Cl.Cl.O1C=C(C=C2C1=CC=C2)C2N(CCCC2)CC[C@@H]2CC[C@H](CC2)N (trans-4-[2-(4-benzofuran-3-yl-piperidin-1-yl)-ethyl]-cyclohexylamine dihydrochloride), C(C)(C)(C)C1=CC=C(C=C1)S(=O)(=O)Cl (4-tert-butyl-benzenesulfonyl chloride). Yields the product O1C=C(C=C2C1=CC=C2)C2N(CCCC2)CC[C@@H]2CC[C@H](CC2)NS(=O)(=O)C2=CC=C(C=C2)C(C)(C)C (trans-N-{4-[2-(4-Benzofuran-3-yl-piperidin-1-yl)-ethyl]-cyclohexyl}-4-tert-butyl-benzenesulfonamide). RXN SMILES: Cl.Cl.[O:3]1[C:8]2=[CH:9][CH:10]=[CH:11][C:7]2=[CH:6][C:5]([CH:12]2[CH2:17][CH2:16][CH2:15][CH2:14][N:13]2[CH2:18][CH2:19][C@H:20]2[CH2:25][CH2:24][C@H:23]([NH2:26])[CH2:22][CH2:21]2)=[CH:4]1.[C:27]([C:31]1[CH:36]=[CH:35][C:34]([S:37](Cl)(=[O:39])=[O:38])=[CH:33][CH:32]=1)([CH3:30])([CH3:29])[CH3:28]>>[O:3]1[C:8]2=[CH:9][CH:10]=[CH:11][C:7]2=[CH:6][C:5]([CH:12]2[CH2:17][CH2:16][CH2:15][CH2:14][N:13]2[CH2:18][CH2:19][C@H:20]2[CH2:21][CH2:22][C@H:23]([NH:26][S:37]([C:34]3[CH:35]=[CH:36][C:31]([C:27]([CH3:30])([CH3:29])[CH3:28])=[CH:32][CH:33]=3)(=[O:39])=[O:38])[CH2:24][CH2:25]2)=[CH:4]1 |f:0.1.2|. Reported procedure: The title compound, white solid (92 mg, 70%), MS (ISP) m/z=523.6 [(M+H)+], mp 171° C., was prepared in accordance with the general method of example 36 from trans-4-[2-(4-benzofuran-3-yl-piperidin-1-yl)-ethyl]-cyclohexylamine dihydrochloride (intermediate A) (100 mg, 0.25 mmol) and 4-tert-butyl-benzenesulfonyl chloride. Procedure details: To a solution of 3,4-dimethyl-benzene-1,2-diamine (67.5 g, 496 mmol) in 5N HCl (250 mL) was added oxalic acid dihydrate (69.3 g, 550 mmol). The reaction mixture was heated to 100° C. under stirring. The reaction mixture was stirred for 8 hours and cooled to room temperature. The dark precipitate was filtered, washed, and dried. Reaction SMILES: [CH3:1][C:2]1[C:7]([CH3:8])=[CH:6][CH:5]=[C:4]([NH2:9])[C:3]=1[NH2:10].O.O.[C:13](O)(=[O:17])[C:14](O)=[O:15]>Cl>[CH3:1][C:2]1[C:7]([CH3:8])=[CH:6][CH:5]=[C:4]2[C:3]=1[NH:10][C:13](=[O:17])[C:14](=[O:15])[NH:9]2 |f:1.2.3|. The solvent is Cl (HCl). Starting materials: CC1=C(C(=CC=C1C)N)N (3,4-dimethyl-benzene-1,2-diamine), O.O.C(C(=O)O)(=O)O (oxalic acid dihydrate). Conditions: temperature 100 celsius. Yields the product CC1=C2NC(C(NC2=CC=C1C)=O)=O (5,6-Dimethyl-1,4-dihydro-quinoxaline-2,3-dione).